This data is from the Open Reaction Database (ORD), a public repository of structured organic reaction records. The task is: describe an organic reaction: reactants, conditions, products, and yield Starting materials: C(C)OC(=O)C1=C(OC2=CC3=C(NC(=N3)C3=NC=CC=C3)C=C2OC2=CC=C(C=C2)S(=O)(=O)C)C=CC=C1 (5-(2-Ethoxycarbonyl-phenoxy)-6-(4-methanesulfonyl-phenoxy)-2-pyridin-2-yl-1H-benzimidazole), F[C@H]1CNCC1 ((R)-3-fluoropyrrolidine). The product is F[C@H]1CN(CC1)C=1C(=CC2=C(NC(=N2)C2=NC=CC=C2)C1)OC1=CC=C(C=C1)S(=O)(=O)C (6-((3R)-3-fluoro-pyrrolidin-1-yl)-5-(4-methanesulfonyl-phenoxy)-2-pyridin-2-yl-1H-benzimidazole). Reaction SMILES: C(OC(C1C=CC=CC=1O[C:9]1[C:23]([O:24][C:25]2[CH:30]=[CH:29][C:28]([S:31]([CH3:34])(=[O:33])=[O:32])=[CH:27][CH:26]=2)=[CH:22][C:12]2[NH:13][C:14]([C:16]3[CH:21]=[CH:20][CH:19]=[CH:18][N:17]=3)=[N:15][C:11]=2[CH:10]=1)=O)C.[F:39][C@@H:40]1[CH2:44][CH2:43][NH:42][CH2:41]1>>[F:39][C@@H:40]1[CH2:44][CH2:43][N:42]([C:9]2[C:23]([O:24][C:25]3[CH:26]=[CH:27][C:28]([S:31]([CH3:34])(=[O:32])=[O:33])=[CH:29][CH:30]=3)=[CH:22][C:12]3[N:13]=[C:14]([C:16]4[CH:21]=[CH:20][CH:19]=[CH:18][N:17]=4)[NH:15][C:11]=3[CH:10]=2)[CH2:41]1. Reported procedure: The entitled compound was obtained as a yellow oily substance in the same method as in Example 15 or in accordance with the method or by combining it with an ordinary method but using 5-fluoro-4-(4-methanesulfonyl-phenoxy)-2-nitro-phenylamine obtained in Example 14, and (R)-3-fluoropyrrolidine. Starting materials: CCO, [H][H], O=[N+]([O-])c1ncccc1Oc1cccc(N2CCOCC2)c1. Product: Nc1ncccc1Oc1cccc(N2CCOCC2)c1. Reaction SMILES: [CH3:25][CH2:26][OH:27].[H:23][H:24].[N+:1]([O-:2])(=[O:3])[c:4]1[n:5][cH:6][cH:7][cH:8][c:9]1[O:10][c:11]1[cH:12][c:13]([N:17]2[CH2:18][CH2:19][O:20][CH2:21][CH2:22]2)[cH:14][cH:15][cH:16]1>>[NH2:1][c:4]1[n:5][cH:6][cH:7][cH:8][c:9]1[O:10][c:11]1[cH:12][c:13]([N:17]2[CH2:18][CH2:19][O:20][CH2:21][CH2:22]2)[cH:14][cH:15][cH:16]1.